Dataset: the Open Reaction Database (ORD), a public repository of structured organic reaction records. Task: describe an organic reaction: reactants, conditions, products, and yield Starting materials: ClC1=CC=C(OC(C(C(C(CBr)Br)(C)C)=O)Br)C=C1 (1-(4-chlorophenoxy)-3,3-dimethyl-1,4,5-tribromo-2-pentanone), O (water), N1C=NC=C1 (imidazole), C([O-])([O-])=O.[K+].[K+] (potassium carbonate). Run in C1(=CC=CC=C1)C (toluene), C1(=CC=CC=C1)C (toluene). Run at temperature 90 celsius, time 10 hour. Yields the product ClC1=CC=C(OC(=C2OCC(C2(C)C)Br)N2C=NC=C2)C=C1 ((4-chlorophenoxy)-(imidazol-1-yl)-(4-bromo-3,3-dimethyltetrahydrofuran-2-ylidene)-methane). Isolated yield 10.3%. Reaction SMILES: [NH:1]1[CH:5]=[CH:4][N:3]=[CH:2]1.C(=O)([O-])[O-].[K+].[K+].[Cl:12][C:13]1[CH:30]=[CH:29][C:16]([O:17][CH:18](Br)[C:19](=[O:27])[C:20]([CH3:26])([CH3:25])[CH:21]([Br:24])[CH2:22]Br)=[CH:15][CH:14]=1.O>C1(C)C=CC=CC=1>[Cl:12][C:13]1[CH:30]=[CH:29][C:16]([O:17][C:18]([N:1]2[CH:5]=[CH:4][N:3]=[CH:2]2)=[C:19]2[C:20]([CH3:26])([CH3:25])[CH:21]([Br:24])[CH2:22][O:27]2)=[CH:15][CH:14]=1 |f:1.2.3|. Reported procedure: 35 g (0.5 mole) of imidazole and 103.5 g (0.75 mole) of potassium carbonate are dissolved in 700 ml of toluene at 60° C. 132 g (0.269 mole) of 1-(4-chlorophenoxy)-3,3-dimethyl-1,4,5-tribromo-2-pentanone in 100 ml of toluene are added dropwise to this solution in the course of 20 minutes. The reaction mixture is subsequently stirred at 90° C. for 10 hours and cooled and water is added. The organic phase is separated off, washed with water dried over sodium sulphate and concentrated. The residue i... Starting materials: S1C(=NC=C1)C#N (thiazole-2-carbonitrile), Cl.NO (hydroxylamine hydrochloride), N1=CC=CC=C1 (pyridine). The solvent is CCO (EtOH). Yields the product ONC(=N)C=1SC=CN1 (N-Hydroxy-thiazole-2-carboxamidine). Reaction SMILES: [S:1]1[CH:5]=[CH:4][N:3]=[C:2]1[C:6]#[N:7].Cl.[NH2:9][OH:10].N1C=CC=CC=1>CCO>[OH:10][NH:9][C:6]([C:2]1[S:1][CH:5]=[CH:4][N:3]=1)=[NH:7] |f:1.2|. Procedure details: To a solution of thiazole-2-carbonitrile (0.42 g, 3.80 mmol) in EtOH (20 mL) was added hydroxylamine hydrochloride (0.53 g, 7.60 mmol) and pyridine (0.27 g, 3.40 mmol). The resulting reaction mixture was refluxed for 15 h. After the completion of the reaction (TLC monitoring), the mixture was concentrated, added EtOH and filtered. The filtrate was evaporated under reduced pressure and used as such for the next step (crude yield 0.50 g, 91% crude yield). Product: Cc1cccc(C)c1NC(=O)CN1CCN(C(=O)Cc2ccccc2)CC1. Reactants: Cc1cccc(C)c1NC(=O)CN1CCN(C(=O)C(O)CCc2ccccc2)CC1, CCC(C(=O)O)c1ccccc1O, O=C(O)Cc1ccccc1. RXN SMILES: [CH3:1][c:2]1[c:3]([NH:9][C:10]([CH2:11][N:12]2[CH2:13][CH2:14][N:15]([C:18]([CH:19]([OH:20])[CH2:21][CH2:22][c:23]3[cH:24][cH:25][cH:26][cH:27][cH:28]3)=[O:29])[CH2:16][CH2:17]2)=[O:30])[c:4]([CH3:8])[cH:5][cH:6][cH:7]1.[OH:41][c:42]1[cH:43][cH:44][cH:45][cH:46][c:47]1[CH:48]([CH2:49][CH3:50])[C:51]([OH:52])=[O:53].[c:31]1([CH2:37][C:38]([OH:39])=[O:40])[cH:32][cH:33][cH:34][cH:35][cH:36]1>>[CH3:1][c:2]1[c:3]([NH:9][C:10]([CH2:11][N:12]2[CH2:13][CH2:14][N:15]([C:18](=[O:29])[CH2:37][c:31]3[cH:32][cH:33][cH:34][cH:35][cH:36]3)[CH2:16][CH2:17]2)=[O:30])[c:4]([CH3:8])[cH:5][cH:6][cH:7]1.